From a dataset of the Open Reaction Database (ORD), a public repository of structured organic reaction records. describe an organic reaction: reactants, conditions, products, and yield The reactants are COc1ccc(OC)c(-c2ccc(C(C)=O)cc2)c1, Cl, NOCCOc1ccc(CC2SC(=O)NC2=O)cc1. The product is COc1ccc(OC)c(-c2ccc(C(C)=NOCCOc3ccc(CC4SC(=O)NC4=O)cc3)cc2)c1. Reaction SMILES: [CH3:1][O:2][c:3]1[c:4](-[c:11]2[cH:12][cH:13][c:14]([C:17]([CH3:18])=[O:19])[cH:15][cH:16]2)[cH:5][c:6]([O:9][CH3:10])[cH:7][cH:8]1.[ClH:20].[NH2:21][O:22][CH2:23][CH2:24][O:25][c:26]1[cH:27][cH:28][c:29]([CH2:30][CH:31]2[C:32](=[O:37])[NH:33][C:34](=[O:36])[S:35]2)[cH:38][cH:39]1>>[CH3:1][O:2][c:3]1[c:4](-[c:11]2[cH:12][cH:13][c:14]([C:17]([CH3:18])=[N:21][O:22][CH2:23][CH2:24][O:25][c:26]3[cH:27][cH:28][c:29]([CH2:30][CH:31]4[C:32](=[O:37])[NH:33][C:34](=[O:36])[S:35]4)[cH:38][cH:39]3)[cH:15][cH:16]2)[cH:5][c:6]([O:9][CH3:10])[cH:7][cH:8]1. Reported procedure: A mixture of 23A cis-N,N′-bis(7-chloroquinolin-4-yl)cyclohexane-1,4-diamine (500 mg, 3.6 mmol), 3-bromo-5-fluorobenzoic acid (600 mg, 5.4 mmol), 1-hydroxybenzotriazole (245 mg, 3.6 mmol), 1-(3-dimethylaminopropyl)-3-ethylcarbodiimide(348 mg, 3.6 mmol) in 30 mL dichloromethane was stirred for 3 hours. The reaction was incomplete. 3-bromo-5-fluorobenzoic acid (160 mg, 0.9 mmol), 1-hydroxybenzotriazole (61 mg, 0.9 mmol), 1-(3-dimethylaminopropyl)-3-ethylcarbodiimide (87 mg, 0.9 mmol) was added and ... The product is BrC=1C=C(C(=O)NC2CCC(CC2)NC2=CC=NC3=CC(=CC=C23)Cl)C=C(C1)F (3-bromo-N-{4-((7-chloroquinolin-4-yl)amino)cyclohexyl}-5-fluorobenzamide). Conditions: time 3 hour. Reactants: BrC=1C=C(C(=O)O)C=C(C1)F (3-bromo-5-fluorobenzoic acid), ON1N=NC2=C1C=CC=C2 (1-hydroxybenzotriazole), CN(CCCN=C=NCC)C (1-(3-dimethylaminopropyl)-3-ethylcarbodiimide), 23A, ClC1=CC=C2C(=CC=NC2=C1)N[C@@H]1CC[C@@H](CC1)NC1=CC=NC2=CC(=CC=C12)Cl (cis-N,N′-bis(7-chloroquinolin-4-yl)cyclohexane-1,4-diamine), BrC=1C=C(C(=O)O)C=C(C1)F (3-bromo-5-fluorobenzoic acid), ON1N=NC2=C1C=CC=C2 (1-hydroxybenzotriazole), CN(CCCN=C=NCC)C (1-(3-dimethylaminopropyl)-3-ethylcarbodiimide). Run in ClCCl (dichloromethane). The yield is 40.8%. Reaction SMILES: [Cl:1][C:2]1[CH:11]=[C:10]2[C:5]([C:6]([NH:12][C@H:13]3[CH2:18][CH2:17][C@@H:16]([NH:19]C4C5C(=CC(Cl)=CC=5)N=CC=4)[CH2:15][CH2:14]3)=[CH:7][CH:8]=[N:9]2)=[CH:4][CH:3]=1.[Br:31][C:32]1[CH:33]=[C:34]([CH:38]=[C:39]([F:41])[CH:40]=1)[C:35]([OH:37])=O.ON1C2C=CC=CC=2N=N1.CN(C)CCCN=C=NCC>ClCCl>[Br:31][C:32]1[CH:33]=[C:34]([CH:38]=[C:39]([F:41])[CH:40]=1)[C:35]([NH:19][CH:16]1[CH2:15][CH2:14][CH:13]([NH:12][C:6]2[C:5]3[C:10](=[CH:11][C:2]([Cl:1])=[CH:3][CH:4]=3)[N:9]=[CH:8][CH:7]=2)[CH2:18][CH2:17]1)=[O:37]. The reactants are C(=O)[O-].[NH4+] (ammonium formate), O=S1(NC2N(C3=C1C=C(C=C3)[N+](=O)[O-])CCC2)=O (5,5-dioxo-7-nitro-2,3,3a,4,-tetrahydro-1H-pyrrolo[2,1-c][1,2,4]-benzothiadiazine). Reagents/catalysts: [Pd] (Pd/C). Solvent: CO (methanol). Reaction conditions: time 90 minute. Product: O=S1(NC2N(C3=C1C=C(C=C3)N)CCC2)=O (5,5-Dioxo-2,3,3a,4,-tetrahydro-1H-pyrrolo[2,1-c][1,2,4]-benzothiadiazine-7-amine). As a reaction SMILES: C([O-])=O.[NH4+].[O:5]=[S:6]1(=[O:22])[C:11]2[CH:12]=[C:13]([N+:16]([O-])=O)[CH:14]=[CH:15][C:10]=2[N:9]2[CH2:19][CH2:20][CH2:21][CH:8]2[NH:7]1>CO.[Pd]>[O:22]=[S:6]1(=[O:5])[C:11]2[CH:12]=[C:13]([NH2:16])[CH:14]=[CH:15][C:10]=2[N:9]2[CH2:19][CH2:20][CH2:21][CH:8]2[NH:7]1 |f:0.1|. Procedure details: 37 mmol of ammonium formate and 300 mg of 10% Pd/C are added to 3.71 mmol of 5,5-dioxo-7-nitro-2,3,3a,4,-tetrahydro-1H-pyrrolo[2,1-c][1,2,4]-benzothiadiazine suspended in 100 ml of methanol. After 90 minutes' stirring at reflux, the catalyst is filtered off while hot and rinsed with methanol. The filtrate is evaporated and the residue is taken up in water. The expected product is obtained by filtering off the precipitate. Reactants: OC1(C(C(C=C1)=O)CC#C)C (3-hydroxy-2-propargyl-3-methyl-4-cyclopentenone), C(C)(=O)OC(C)=O (acetic anhydride), resultant mixture. The product is C(C)(=O)OC1(C(C(C=C1)=O)CC#C)C (3-acetoxy-2-propargyl-3-methyl-4-cyclopentenone). RXN SMILES: [OH:1][C:2]1([CH3:11])[CH:6]=[CH:5][C:4](=[O:7])[CH:3]1[CH2:8][C:9]#[CH:10].[C:12](OC(=O)C)(=[O:14])[CH3:13]>>[C:12]([O:1][C:2]1([CH3:11])[CH:6]=[CH:5][C:4](=[O:7])[CH:3]1[CH2:8][C:9]#[CH:10])(=[O:14])[CH3:13]. Procedure details: Into the same flask as used in Example 1, dl-3-hydroxy-2-propargyl-3-methyl-4-cyclopentenone (30 g) and acetic anhydride (70 g) were charged, and the resultant mixture was stirred at 100°-120° C. for 3 hours. After completion of the reaction, the reaction mixture was subjected to the same work-up as in Example 1 to give 36.4 g of dl-3-acetoxy-2-propargyl-3-methyl-4-cyclopentenone. Yield, 95%. B.P., 82°-86° C./0.2-0.3 mmHg). The reactants are O=C([O-])[O-], Cl, [K+], [K+], O=C(Cl)C1CN2CCC1CC2, CC(C)NS(=O)(=O)c1ccc(-c2ccc(N)cc2)cc1, C1COCCO1, CN(C)C=O. Yields the product Cl, CC(C)NS(=O)(=O)c1ccc(-c2ccc(NC(=O)C3CN4CCC3CC4)cc2)cc1. As a reaction SMILES: [C:1](=[O:2])([O-:3])[O-:4].[ClH:7].[K+:5].[K+:6].[N:8]12[CH2:9][CH:10]([C:16](=[O:17])[Cl:18])[CH:11]([CH2:12][CH2:13]1)[CH2:14][CH2:15]2.[NH2:19][c:20]1[cH:21][cH:22][c:23](-[c:26]2[cH:27][cH:28][c:29]([S:32](=[O:33])(=[O:34])[NH:35][CH:36]([CH3:37])[CH3:38])[cH:30][cH:31]2)[cH:24][cH:25]1.[O:39]1[CH2:40][CH2:41][O:42][CH2:43][CH2:44]1.[O:45]=[CH:46][N:47]([CH3:48])[CH3:49]>>[ClH:18].[N:8]12[CH2:9][CH:10]([C:16](=[O:17])[NH:19][c:20]3[cH:21][cH:22][c:23](-[c:26]4[cH:27][cH:28][c:29]([S:32](=[O:33])(=[O:34])[NH:35][CH:36]([CH3:37])[CH3:38])[cH:30][cH:31]4)[cH:24][cH:25]3)[CH:11]([CH2:12][CH2:13]1)[CH2:14][CH2:15]2.